Dataset: the Open Reaction Database (ORD), a public repository of structured organic reaction records. Task: describe an organic reaction: reactants, conditions, products, and yield Reactants: NC1=NC(=CC(=N1)C1=CC(=C(C#N)C=C1)F)N1CC(OCC1)C=1NC=C(N1)C1=CC=C(C=C1)OC (4-[2-amino-6-(2-{4-[4-(methyloxy)phenyl]-1H-imidazol-2-yl}-4-morpholinyl)-4-pyrimidinyl]-2-fluorobenzonitrile), NN (hydrazine). The solvent is C(C)O (ethanol). Reaction conditions: temperature 85 celsius, time 1 hour. Yields the product NC1=NC(=CC(=N1)C1=CC=C2C(=NNC2=C1)N)N1CC(OCC1)C=1NC=C(N1)C1=CC=C(C=C1)OC (6-[2-Amino-6-(2-{4-[4-(methyloxy)phenyl]-1H-imidazol-2-yl}-4-morpholinyl)-4-pyrimidinyl]-1H-indazol-3-amine). Isolated yield 32.1%. As a reaction SMILES: [NH2:1][C:2]1[N:7]=[C:6]([C:8]2[CH:15]=[CH:14][C:11]([C:12]#[N:13])=[C:10](F)[CH:9]=2)[CH:5]=[C:4]([N:17]2[CH2:22][CH2:21][O:20][CH:19]([C:23]3[NH:24][CH:25]=[C:26]([C:28]4[CH:33]=[CH:32][C:31]([O:34][CH3:35])=[CH:30][CH:29]=4)[N:27]=3)[CH2:18]2)[N:3]=1.[NH2:36][NH2:37]>C(O)C>[NH2:1][C:2]1[N:7]=[C:6]([C:8]2[CH:9]=[C:10]3[C:11]([C:12]([NH2:13])=[N:36][NH:37]3)=[CH:14][CH:15]=2)[CH:5]=[C:4]([N:17]2[CH2:22][CH2:21][O:20][CH:19]([C:23]3[NH:24][CH:25]=[C:26]([C:28]4[CH:33]=[CH:32][C:31]([O:34][CH3:35])=[CH:30][CH:29]=4)[N:27]=3)[CH2:18]2)[N:3]=1. Reported procedure: A mixture of 4-[2-amino-6-(2-{4-[4-(methyloxy)phenyl]-1H-imidazol-2-yl}-4-morpholinyl)-4-pyrimidinyl]-2-fluorobenzonitrile (350 mg, 0.742 mmol) and hydrazine (1.18 mL, 37.1 mmol) in ethanol (4 mL) was heated under microwave conditions with stirring for 1 hour. The mixture was concentrated. Ethanol (15 mL) was added to the resulting residue, and the resulting mixture was heated to 85° C. for 20 minutes, and then filtered while hot and dried in vacuo to afford the title compound (115 mg) as a pale... Reactants: C1CCNCC1, Cc1c(C(=O)N2CCN(C)CC2)c[nH]c1C=O, COc1ccc(-c2cccc3c2CC(=O)N3)cc1, CCO. Yields the product COc1ccc(-c2cccc3c2C(=Cc2[nH]cc(C(=O)N4CCN(C)CC4)c2C)C(=O)N3)cc1. As a reaction SMILES: [CH2:36]1[CH2:37][CH2:38][NH:39][CH2:40][CH2:41]1.[CH3:19][c:20]1[c:21]([CH:34]=[O:35])[nH:22][cH:23][c:24]1[C:25](=[O:26])[N:27]1[CH2:28][CH2:29][N:30]([CH3:33])[CH2:31][CH2:32]1.[CH3:1][O:2][c:3]1[cH:4][cH:5][c:6](-[c:9]2[c:10]3[c:14]([cH:15][cH:16][cH:17]2)[NH:13][C:12](=[O:18])[CH2:11]3)[cH:7][cH:8]1.[CH3:42][CH2:43][OH:44]>>[CH3:1][O:2][c:3]1[cH:4][cH:5][c:6](-[c:9]2[c:10]3[c:14]([cH:15][cH:16][cH:17]2)[NH:13][C:12](=[O:18])[C:11]3=[CH:34][c:21]2[c:20]([CH3:19])[c:24]([C:25](=[O:26])[N:27]3[CH2:28][CH2:29][N:30]([CH3:33])[CH2:31][CH2:32]3)[cH:23][nH:22]2)[cH:7][cH:8]1.